This data is from the Open Reaction Database (ORD), a public repository of structured organic reaction records. The task is: describe an organic reaction: reactants, conditions, products, and yield Reactants: BrC1=C(C=C(C=C1)Cl)C1=CC(N(C=C1)C(C(=O)O)C)=O (2-[4-(2-bromo-5-chlorophenyl)-2-oxopyridin-1(2H)-yl]propanoic acid), NC1=CC=C(C(=O)OC(C)(C)C)C=C1 (tert-butyl 4-aminobenzoate). Yields the product BrC1=C(C=C(C=C1)Cl)C1=CC(N(C=C1)C(C(=O)NC1=CC=C(C(=O)OC(C)(C)C)C=C1)C)=O (tert-Butyl 4-({2-[4-(2-bromo-5-chlorophenyl)-2-oxopyridin-1(2H)-yl]propanoyl}amino)benzoate). Reaction SMILES: [Br:1][C:2]1[CH:7]=[CH:6][C:5]([Cl:8])=[CH:4][C:3]=1[C:9]1[CH:14]=[CH:13][N:12]([CH:15]([CH3:19])[C:16]([OH:18])=O)[C:11](=[O:20])[CH:10]=1.[NH2:21][C:22]1[CH:34]=[CH:33][C:25]([C:26]([O:28][C:29]([CH3:32])([CH3:31])[CH3:30])=[O:27])=[CH:24][CH:23]=1>>[Br:1][C:2]1[CH:7]=[CH:6][C:5]([Cl:8])=[CH:4][C:3]=1[C:9]1[CH:14]=[CH:13][N:12]([CH:15]([CH3:19])[C:16]([NH:21][C:22]2[CH:34]=[CH:33][C:25]([C:26]([O:28][C:29]([CH3:30])([CH3:31])[CH3:32])=[O:27])=[CH:24][CH:23]=2)=[O:18])[C:11](=[O:20])[CH:10]=1. Procedure: 153 mg (purity 93%, 0.4 mmol) of 2-[4-(2-bromo-5-chlorophenyl)-2-oxopyridin-1(2H)-yl]propanoic acid (racemate) and 1.2 eq. of tert-butyl 4-aminobenzoate were reacted according to General Method 5A. Yield: 96 mg (44% of theory)